This data is from the Open Reaction Database (ORD), a public repository of structured organic reaction records. The task is: describe an organic reaction: reactants, conditions, products, and yield Starting materials: O=[N+]([O-])c1ccc(CCCCOCCCCCCBr)cc1, O=[N+]([O-])c1ccc(CCO)cc1. Yields the product O=[N+]([O-])c1ccc(CCOCCCCCCBr)cc1. RXN SMILES: [Br:1][CH2:2][CH2:3][CH2:4][CH2:5][CH2:6][CH2:7][O:8][CH2:9][CH2:10][CH2:11][CH2:12][c:13]1[cH:14][cH:15][c:16]([N+:17]([O-:18])=[O:19])[cH:20][cH:21]1.[N+:22](=[O:23])([O-:24])[c:25]1[cH:26][cH:27][c:28]([CH2:31][CH2:32][OH:33])[cH:29][cH:30]1>>[Br:1][CH2:2][CH2:3][CH2:4][CH2:5][CH2:6][CH2:7][O:33][CH2:32][CH2:31][c:28]1[cH:27][cH:26][c:25]([N+:22](=[O:23])[O-:24])[cH:30][cH:29]1.